The task is: describe an organic reaction: reactants, conditions, products, and yield. This data is from the Open Reaction Database (ORD), a public repository of structured organic reaction records. Reactants: C(C)(=O)OCC (ethyl acetate), FC1=NC=C(C(=C1)C)[N+](=O)[O-] (2-fluoro-4-methyl-5-nitropyridine), C(C(=O)[O-])(=O)OCC (ethyl oxalate), N12CCCCCC2=NCCC1 (1,8-diazabicyclo-[5.4.0]undec-7-ene). The solvent is C(C)(=O)O (acetic acid), O (water). Product: FC1=NC=C(C(=C1)CC(C(=O)OCC)=O)[N+](=O)[O-] (ethyl 3-(2-fluoro-5-nitro-4-pyridyl)-2-oxopropionate). Isolated yield 46.6%. RXN SMILES: [F:1][C:2]1[CH:7]=[C:6]([CH3:8])[C:5]([N+:9]([O-:11])=[O:10])=[CH:4][N:3]=1.[C:12]([O:17][CH2:18][CH3:19])(=[O:16])[C:13]([O-])=[O:14].N12CCCN=C1CCCCC2.C(OCC)(=O)C>C(O)(=O)C.O>[F:1][C:2]1[CH:7]=[C:6]([CH2:8][C:13](=[O:14])[C:12]([O:17][CH2:18][CH3:19])=[O:16])[C:5]([N+:9]([O-:11])=[O:10])=[CH:4][N:3]=1. Procedure: 2 g (12.81 mmol) of 2-fluoro-4-methyl-5-nitropyridine and 9.36 g (32.03 mmol) of ethyl oxalate are placed in a 100 ml three-necked flask equipped with a magnetic stirrer and maintained under a flush of nitrogen. 2.11 ml (14.09 mmol) of 1,8-diazabicyclo-[5.4.0]undec-7-ene are then added to the reaction medium stirred at room temperature. The reaction mixture is then stirred at room temperature for 4 hours. A mixture of ethyl acetate (100 ml), water (40 ml) and acetic acid (2 ml) is then added. Th... The reactants are CCCCCCC(C(=O)[O-])NCC1=CC=C(C=C1)C(CCCCC)O (7-methyl-{[4-(1-hydroxy-hexyl)-benzyl]-amino}-heptanoate), C(CC)S(=O)(=O)Cl (1-propanesulfonyl chloride), CN1CCOCC1 (4-methylmorpholine), C(CC)S(=O)(=O)Cl (1-propanesulfonyl chloride), CN1CCOCC1 (4-methylmorpholine). The solvent is C(Cl)Cl (CH2Cl2). Reaction conditions: time 5 day. Yields the product COC(C(CCCCC)N(S(=O)(=O)CCC)CC1=CC=C(C=C1)C(CCCCC)O)=O ([(4-(1-hydroxy-hexyl)-benzyl]-(propane-1-sulfonyl)-amino]-heptanoic acid methyl ester). As a reaction SMILES: C[CH2:2][CH2:3][CH2:4][CH2:5][CH2:6][CH:7]([NH:11][CH2:12][C:13]1[CH:18]=[CH:17][C:16]([CH:19]([OH:25])[CH2:20][CH2:21][CH2:22][CH2:23][CH3:24])=[CH:15][CH:14]=1)[C:8]([O-:10])=[O:9].[CH2:26]([S:29](Cl)(=[O:31])=[O:30])[CH2:27][CH3:28].[CH3:33]N1CCOCC1>C(Cl)Cl>[CH3:33][O:10][C:8](=[O:9])[CH:7]([N:11]([CH2:12][C:13]1[CH:14]=[CH:15][C:16]([CH:19]([OH:25])[CH2:20][CH2:21][CH2:22][CH2:23][CH3:24])=[CH:17][CH:18]=1)[S:29]([CH2:26][CH2:27][CH3:28])(=[O:31])=[O:30])[CH2:6][CH2:5][CH2:4][CH2:3][CH3:2]. Reported procedure: A solution of 7-methyl-{[4-(1-hydroxy-hexyl)-benzyl]-amino}-heptanoate (82.2 mg, 0.235 mmol), 1-propanesulfonyl chloride (29.1 RL, 0.259 mmol) and 4-methylmorpholine (28.5 μL, 0.259 mmol) in CH2Cl2 (10 mL) was stirred at room temperature for 24 h. Additional 1-propanesulfonyl chloride (14.5 μL) and 4-methylmorpholine (14.3 μL) were added, and the reaction was stirred for 5 days. The organic solution was washed consecutively with 5.5% HCl, water, aqueous NaHCO3, and brine. The organic solution wa... Reactants: CC=1C=C(C(=O)O)C=CC1C (3,4-dimethylbenzoic acid), CC(CC(CC)N)C (5-methylhexan-3-amine). Yields the product CC=1C=C(C(=O)NC(CC)CC(C)C)C=CC1C (3,4-dimethyl-N-(5-methylhexan-3-yl)benzamide). Reaction SMILES: [CH3:1][C:2]1[CH:3]=[C:4]([CH:8]=[CH:9][C:10]=1[CH3:11])[C:5]([OH:7])=O.[CH3:12][CH:13]([CH3:19])[CH2:14][CH:15]([NH2:18])[CH2:16][CH3:17]>>[CH3:1][C:2]1[CH:3]=[C:4]([CH:8]=[CH:9][C:10]=1[CH3:11])[C:5]([NH:18][CH:15]([CH2:14][CH:13]([CH3:19])[CH3:12])[CH2:16][CH3:17])=[O:7]. Reported procedure: Prepared in a similar manner to example 4 using 3,4-dimethylbenzoic acid and 5-methylhexan-3-amine (example 5a). 1H NMR (500 MHz, CDCl3): δ 0.94 (m, 9H); 1.38 (m, 2H); 1.46 (m, 1H); 1.65 (m, 2H); 2.29 (s, 3H); 2.30 (s, 3H); 4.18 (m, 1H); 5.70 (d, 1H); 7.17 (d, 1H); 7.46 (d, 1H); 7.55 (s, 1H). MS (248, M+H). Reported procedure: Using the method described in Example 30 by employing 7-methoxy-2-(1-pyrrolidinylvinyl)benzo[b]furan (freshly prepared before use from 2-acetyl-7-methoxybenzo[b]furan (Avocado Chemical Company), pyrrolidine and TiCl4 (1.89 g, 7.77 mmol), 2-methyl-4,6-dichloro-5-nitropyrimidine (Example 76(b)) (1.61 g, 7.77 mmol), N,N-diisopropylethylamine (1.4 mL, 7.77 mmol), piperidine (1.2 mL, 12.4 mmol), NEt3 (1.7 mL) and SnCl2 (23 mL of a 2 M soln in DMF). In this example the SnCl2 solution was added to the ... The reagents and catalysts are Cl[Ti](Cl)(Cl)Cl (TiCl4). Reaction SMILES: [CH3:1][O:2][C:3]1[C:8]2[O:9][C:10]([C:12]([N:14]3[CH2:18][CH2:17][CH2:16]C3)=C)=[CH:11][C:7]=2[CH:6]=[CH:5][CH:4]=1.C(C1OC2C(OC)=CC=CC=2C=1)(=O)C.N1CCCC1.[CH3:38][C:39]1[N:44]=C(Cl)C([N+]([O-])=O)=[C:41](Cl)[N:40]=1.C([N:53]([CH2:57][CH3:58])[CH:54]([CH3:56])[CH3:55])(C)C.N1CCCCC1.Cl[Sn]Cl>CN(C=O)C.Cl[Ti](Cl)(Cl)Cl.CCN(CC)CC>[CH3:1][O:2][C:3]1[C:8]2[O:9][C:10]([C:12]3[CH:16]=[C:17]4[NH:44][C:39]([CH:38]5[CH2:58][CH2:57][NH:53][CH:54]([CH3:55])[CH2:56]5)=[N:40][CH:41]=[C:18]4[N:14]=3)=[CH:11][C:7]=2[CH:6]=[CH:5][CH:4]=1. Yields the product COC1=CC=CC2=C1OC(=C2)C2=NC=1C(NC(=NC1)C1CC(NCC1)C)=C2 (7-methoxy-2-[2-methyl-4-piperidylpyrrolo[4,5-d]pyrimidin-6-yl]benzo[b]furan). The solvent is CN(C)C=O (DMF), CCN(CC)CC (NEt3). Reaction conditions: temperature 140 celsius, time 16 hour. Starting materials: Cl[Sn]Cl (SnCl2), COC1=CC=CC2=C1OC(=C2)C(=C)N2CCCC2 (7-methoxy-2-(1-pyrrolidinylvinyl)benzo[b]furan), C(C)(=O)C1=CC2=C(O1)C(=CC=C2)OC (2-acetyl-7-methoxybenzo[b]furan), N1CCCC1 (pyrrolidine), CC1=NC(=C(C(=N1)Cl)[N+](=O)[O-])Cl (2-methyl-4,6-dichloro-5-nitropyrimidine), C(C)(C)N(C(C)C)CC (N,N-diisopropylethylamine), N1CCCCC1 (piperidine), Cl[Sn]Cl (SnCl2). The yield is 10.0%. RXN SMILES: [CH3:11][O:12][C:13](=[O:14])[c:15]1[cH:16][cH:17][c:18]([B:21]([OH:22])[OH:23])[cH:19][cH:20]1.[Cl:1][c:2]1[cH:3][cH:4][c:5]([C:8]([CH3:9])=[O:10])[cH:6][n:7]1.[Na+:24].[Na+:25].[O-:26][C:27](=[O:28])[O-:29].[O:30]1[CH2:31][CH2:32][O:33][CH2:34][CH2:35]1.[Pd:36].[c:37]1([P:38]([c:39]2[cH:40][cH:41][cH:42][cH:43][cH:44]2)[c:45]2[cH:46][cH:47][cH:48][cH:49][cH:50]2)[cH:51][cH:52][cH:53][cH:54][cH:55]1.[c:56]1([P:57]([c:58]2[cH:59][cH:60][cH:61][cH:62][cH:63]2)[c:64]2[cH:65][cH:66][cH:67][cH:68][cH:69]2)[cH:70][cH:71][cH:72][cH:73][cH:74]1.[c:75]1([P:76]([c:77]2[cH:78][cH:79][cH:80][cH:81][cH:82]2)[c:83]2[cH:84][cH:85][cH:86][cH:87][cH:88]2)[cH:89][cH:90][cH:91][cH:92][cH:93]1.[c:94]1([P:95]([c:96]2[cH:97][cH:98][cH:99][cH:100][cH:101]2)[c:102]2[cH:103][cH:104][cH:105][cH:106][cH:107]2)[cH:108][cH:109][cH:110][cH:111][cH:112]1>>[c:2]1(-[c:18]2[cH:17][cH:16][c:15]([C:13]([O:12][CH3:11])=[O:14])[cH:20][cH:19]2)[cH:3][cH:4][c:5]([C:8]([CH3:9])=[O:10])[cH:6][n:7]1. Reactants: COC(=O)c1ccc(B(O)O)cc1, CC(=O)c1ccc(Cl)nc1, [Na+], [Na+], O=C([O-])[O-], C1COCCO1, [Pd], c1ccc(P(c2ccccc2)c2ccccc2)cc1, c1ccc(P(c2ccccc2)c2ccccc2)cc1, c1ccc(P(c2ccccc2)c2ccccc2)cc1, c1ccc(P(c2ccccc2)c2ccccc2)cc1. Product: COC(=O)c1ccc(-c2ccc(C(C)=O)cn2)cc1. Starting materials: C(C)(=O)OCC (ethyl acetate), C1(CCCCC1)OC=1C=C(C=CC1C(=O)NS(=O)(=O)C)C1=CC=C(C=C1)CCCN(C(OC(C)(C)C)=O)C[C@@H](C1=CC=C(C=C1)[N+](=O)[O-])O (tert-butyl [3-[3′-(cyclohexyloxy)-4′-[[(methylsulfonyl)amino]carbonyl]-4-biphenylyl]propyl][(2R)-2-hydroxy-2-(4-nitrophenyl)ethyl]carbamate), [Cl-].[NH4+] (ammonium chloride). Reagents/catalysts: [Fe] (iron), [Fe] (iron). The solvent is O (water), C(C)O (ethanol). Conditions: temperature 80 celsius, time 1 hour. The product is NC1=CC=C(C=C1)[C@H](CN(C(OC(C)(C)C)=O)CCCC1=CC=C(C=C1)C1=CC(=C(C=C1)C(=O)NS(=O)(=O)C)OC1CCCCC1)O (tert-butyl [(2R)-2-(4-aminophenyl)-2-hydroxyethyl][3-[3′-[cyclohexyloxy]-4′-[[(methylsulfonyl)-amino]carbonyl]-4-biphenylyl]propyl]carbamate). The yield is 67.4%. Reaction SMILES: [CH:1]1([O:7][C:8]2[CH:9]=[C:10]([C:21]3[CH:26]=[CH:25][C:24]([CH2:27][CH2:28][CH2:29][N:30]([CH2:38][C@H:39]([OH:49])[C:40]4[CH:45]=[CH:44][C:43]([N+:46]([O-])=O)=[CH:42][CH:41]=4)[C:31](=[O:37])[O:32][C:33]([CH3:36])([CH3:35])[CH3:34])=[CH:23][CH:22]=3)[CH:11]=[CH:12][C:13]=2[C:14]([NH:16][S:17]([CH3:20])(=[O:19])=[O:18])=[O:15])[CH2:6][CH2:5][CH2:4][CH2:3][CH2:2]1.[Cl-].[NH4+].C(OCC)(=O)C>O.C(O)C.[Fe]>[NH2:46][C:43]1[CH:42]=[CH:41][C:40]([C@@H:39]([OH:49])[CH2:38][N:30]([CH2:29][CH2:28][CH2:27][C:24]2[CH:25]=[CH:26][C:21]([C:10]3[CH:11]=[CH:12][C:13]([C:14]([NH:16][S:17]([CH3:20])(=[O:19])=[O:18])=[O:15])=[C:8]([O:7][CH:1]4[CH2:2][CH2:3][CH2:4][CH2:5][CH2:6]4)[CH:9]=3)=[CH:22][CH:23]=2)[C:31](=[O:37])[O:32][C:33]([CH3:34])([CH3:36])[CH3:35])=[CH:45][CH:44]=1 |f:1.2|. Procedure: A mixture of tert-butyl [3-[3′-(cyclohexyloxy)-4′-[[(methylsulfonyl)amino]carbonyl]-4-biphenylyl]propyl][(2R)-2-hydroxy-2-(4-nitrophenyl)ethyl]carbamate (200 mg), iron powder (48.2 mg) and ammonium chloride (7.7 mg) in water (1.0 ml) and ethanol (3.0 ml) was stirred 80° C. for 1 hour. After cooling to room temperature, ethyl acetate (15 ml) was added to the reaction mixture and iron powder was removed by filtration through a Celite cake. The filtrate was washed with water and brine and dried ove... Reactants: CN1C(C(=C(C=C1C)O)C(=O)OCC)=O (ethyl 1,6-dimethyl-4-hydroxy-2-oxo-1,2-dihydropyridine-3-carboxyl ate), NC=1SC(=CN1)Cl (2-amino-5-chlorothiazole), BrC1=CC=CC=C1 (bromobenzene). Reaction conditions: time 8.5 hour. Product: ClC1=CN=C(S1)NC(=O)C1(C(N(C=CC1O)C)=O)C (N-(5-chlorothiazol-2-yl)-1,3-dimethyl-4-hydroxy-2-oxo-1,2-d ihydropyridine-3-carboxamide). Reaction SMILES: [CH3:1][N:2]1[C:7](C)=[CH:6][C:5]([OH:9])=[C:4]([C:10]([O:12]CC)=O)[C:3]1=[O:15].[NH2:16][C:17]1[S:18][C:19]([Cl:22])=[CH:20][N:21]=1.Br[C:24]1C=CC=CC=1>>[Cl:22][C:19]1[S:18][C:17]([NH:16][C:10]([C:4]2([CH3:24])[CH:5]([OH:9])[CH:6]=[CH:7][N:2]([CH3:1])[C:3]2=[O:15])=[O:12])=[N:21][CH:20]=1. Reported procedure: 223 mg of ethyl 1,6-dimethyl-4-hydroxy-2-oxo-1,2-dihydropyridine-3-carboxyl ate and 129 mg of 2-amino-5-chlorothiazole were added to 2.5 ml of bromobenzene, then, the mixture was stirred for 8.5 hours under heat refluxing condition. The reaction mixture was cooled to room temperature. The resulting solid was collected by filtration, and washed with a mixed solvent of t-butyl methyl ether and hexane and dried to obtain 153 mg of N-(5-chlorothiazol-2-yl)-1,3-dimethyl-4-hydroxy-2-oxo-1,2-d ihydropy... Reactants: ClC1=CC(=C(C=C1O)N1C(N2C(=CCCC2)C1=O)=O)F (2-(4-chloro-2-fluoro-5-hydroxyphenyl)-5,6-dihydroimidazo [1,5-a] pyridine-1,3[2H, 7H]-dione), C([O-])([O-])=O.[K+].[K+] (potassium carbonate), C(C=C)Br (allylbromide), [Cl-].[NH4+] (ammonium chloride). Run in C(C)#N (acetonitrile), C(C)OCC (diethyl ether). The product is C(C=C)OC=1C(=CC(=C(C1)N1C(N2C(=CCCC2)C1=O)=O)F)Cl (2-(5-allyloxy-4-chloro-2-fluorophenyl)-5,6-dihydroimidazo [1,5-a] pyridine-1,3[2H, 7H]-dione). Yield: 59.9%. RXN SMILES: [Cl:1][C:2]1[C:7]([OH:8])=[CH:6][C:5]([N:9]2[C:17](=[O:18])[C:12]3=[CH:13][CH2:14][CH2:15][CH2:16][N:11]3[C:10]2=[O:19])=[C:4]([F:20])[CH:3]=1.C(=O)([O-])[O-].[K+].[K+].[CH2:27](Br)[CH:28]=[CH2:29].[Cl-].[NH4+]>C(OCC)C.C(#N)C>[CH2:29]([O:8][C:7]1[C:2]([Cl:1])=[CH:3][C:4]([F:20])=[C:5]([N:9]2[C:17](=[O:18])[C:12]3=[CH:13][CH2:14][CH2:15][CH2:16][N:11]3[C:10]2=[O:19])[CH:6]=1)[CH:28]=[CH2:27] |f:1.2.3,5.6|. Procedure: An acetonitrile (10 mL) solution of 2-(4-chloro-2-fluoro-5-hydroxyphenyl)-5,6-dihydroimidazo [1,5-a] pyridine-1,3[2H, 7H]-dione (0.69 g, 2.33 mmol), potassium carbonate (0.24 g, 1.74 mmol) and allylbromide (0.22 mL, 2.56 mmol) was stirred for 4.5 hours under reflux. A saturated ammonium chloride solution (10 mL) and diethyl ether (10 mL) were added to the resulting mixture, and the organic layer was separated and then the aqueous layer was extracted with diethyl ether (10 mL×2 times). The organi... The reactants are O=C([O-])[O-], CN(C)C=O, Cl, [K+], [K+], COc1ccc2c3c1OC1(C)C(=O)CCC4(OC)C(C2)NCCC314, O, BrCCc1ccccc1. RXN SMILES: [C:26](=[O:27])([O-:28])[O-:29].[CH:41]([N:42]([CH3:43])[CH3:44])=[O:45].[ClH:1].[K+:30].[K+:31].[O:2]1[c:3]2[c:4]([O:24][CH3:25])[cH:5][cH:6][c:7]3[c:16]2[C:15]24[C:10]([O:22][CH3:23])([CH:9]([CH2:8]3)[NH:19][CH2:18][CH2:17]2)[CH2:11][CH2:12][C:13](=[O:21])[C:14]14[CH3:20].[OH2:46].[c:32]1([CH2:38][CH2:39][Br:40])[cH:33][cH:34][cH:35][cH:36][cH:37]1>>[BrH:40].[O:2]1[c:3]2[c:4]([O:24][CH3:25])[cH:5][cH:6][c:7]3[c:16]2[C:15]24[C:10]([O:22][CH3:23])([CH:9]([CH2:8]3)[N:19]([CH2:39][CH2:38][c:32]3[cH:33][cH:34][cH:35][cH:36][cH:37]3)[CH2:18][CH2:17]2)[CH2:11][CH2:12][C:13](=[O:21])[C:14]14[CH3:20]. Yields the product Br, COc1ccc2c3c1OC1(C)C(=O)CCC4(OC)C(C2)N(CCc2ccccc2)CCC314.